From a dataset of the Open Reaction Database (ORD), a public repository of structured organic reaction records. describe an organic reaction: reactants, conditions, products, and yield Starting materials: C1(=CC=CC=C1)C=C(C)S(=O)(=O)Cl (1-phenylpropene-2-sulfonyl chloride), [OH-].[NH4+] (ammonium hydroxide). Yields the product C1(=CC=CC=C1)C=C(C)S(=O)(=O)N (1-Phenylpropene-2-sulfonamide). Reaction SMILES: [C:1]1([CH:7]=[C:8]([S:10](Cl)(=[O:12])=[O:11])[CH3:9])[CH:6]=[CH:5][CH:4]=[CH:3][CH:2]=1.[OH-].[NH4+:15]>>[C:1]1([CH:7]=[C:8]([S:10]([NH2:15])(=[O:12])=[O:11])[CH3:9])[CH:6]=[CH:5][CH:4]=[CH:3][CH:2]=1 |f:1.2|. Procedure details: The 1-phenylpropene-2-sulfonyl chloride is added to 200 ml. of concentrated ammonium hydroxide. After one hour the crystalline precipitate which has formed is filtered off, and washed sequentially with water and hexane. The crude product so obtained is partitioned between 150 ml. of 1N sodium hydroxide and 50 ml. of ether, giving two clear phases. The ether phase is removed and washed with 50 ml. of water, and then the water wash is added to the original aqueous phase. This combined solution is ... Reactants: CCOC(=O)c1c(-c2ccc(-c3nnn[nH]3)cc2)c(C#N)c(CC)n1C, CCCCI, [H-], [Na+], CN(C)C=O. Product: CCCCn1nnnc1-c1ccc(-c2c(C#N)c(CC)n(C)c2C(=O)OCC)cc1. As a reaction SMILES: [CH2:1]([CH3:2])[O:3][C:4](=[O:5])[c:6]1[n:7]([CH3:26])[c:8]([CH2:24][CH3:25])[c:9]([C:22]#[N:23])[c:10]1-[c:11]1[cH:12][cH:13][c:14](-[c:17]2[n:18][n:19][n:20][nH:21]2)[cH:15][cH:16]1.[CH2:29]([CH2:30][CH2:31][CH3:32])[I:33].[H-:28].[Na+:27].[O:34]=[CH:35][N:36]([CH3:37])[CH3:38]>>[CH2:1]([CH3:2])[O:3][C:4](=[O:5])[c:6]1[n:7]([CH3:26])[c:8]([CH2:24][CH3:25])[c:9]([C:22]#[N:23])[c:10]1-[c:11]1[cH:12][cH:13][c:14](-[c:17]2[n:18]([CH2:29][CH2:30][CH2:31][CH3:32])[n:19][n:20][n:21]2)[cH:15][cH:16]1. Reactants: [BH4-].[Na+] (Sodium borohydride), OCCS(=O)(=O)C=1C=C(C=C(C1OCCC)OCC1=CC=CC=C1)C(CCC(=O)C1=CC(=C(C(=C1)OC)OC)OC)=O (1-[3-(2-hydroxyethylsulfonyl)-4-propoxy-5-benzyloxyphenyl]-4-(3,4,5-trimethoxyphenyl)butan-1,4-dione). Solvent: C(C)O (ethanol), ClCCl (dichloromethane). Run at temperature 75 celsius. Yields the product OCCS(=O)(=O)C=1C=C(C=C(C1OCCC)OCC1=CC=CC=C1)C(CCC(O)C1=CC(=C(C(=C1)OC)OC)OC)O (1-[3-(2-Hydroxyethylsulfonyl)-4-n-propoxy-5-benzyloxyphenyl]-4-(3,4,5-trimethoxyphenyl)butan-1,4-diol). As a reaction SMILES: [BH4-].[Na+].[OH:3][CH2:4][CH2:5][S:6]([C:9]1[CH:10]=[C:11]([C:27](=[O:44])[CH2:28][CH2:29][C:30]([C:32]2[CH:37]=[C:36]([O:38][CH3:39])[C:35]([O:40][CH3:41])=[C:34]([O:42][CH3:43])[CH:33]=2)=[O:31])[CH:12]=[C:13]([O:19][CH2:20][C:21]2[CH:26]=[CH:25][CH:24]=[CH:23][CH:22]=2)[C:14]=1[O:15][CH2:16][CH2:17][CH3:18])(=[O:8])=[O:7]>C(O)C.ClCCl>[OH:3][CH2:4][CH2:5][S:6]([C:9]1[CH:10]=[C:11]([CH:27]([OH:44])[CH2:28][CH2:29][CH:30]([C:32]2[CH:33]=[C:34]([O:42][CH3:43])[C:35]([O:40][CH3:41])=[C:36]([O:38][CH3:39])[CH:37]=2)[OH:31])[CH:12]=[C:13]([O:19][CH2:20][C:21]2[CH:22]=[CH:23][CH:24]=[CH:25][CH:26]=2)[C:14]=1[O:15][CH2:16][CH2:17][CH3:18])(=[O:8])=[O:7] |f:0.1|. Reported procedure: Sodium borohydride (0.66 g) was added to a suspension of 1-[3-(2-hydroxyethylsulfonyl)-4-propoxy-5-benzyloxyphenyl]-4-(3,4,5-trimethoxyphenyl)butan-1,4-dione (from previous experiment) in ethanol (125 mL), and the mixture was heated at 75° C. for 2 h. The solution was cooled and diluted with dichloromethane. It was then washed with 2.5N HCl (2×) and water, dried, and evaporated to a syrup, Rf 0.11 (hexane-ethyl acetate; 1:1, v/v). This material was used directly in the next experiment without fu...